This data is from the Open Reaction Database (ORD), a public repository of structured organic reaction records. The task is: describe an organic reaction: reactants, conditions, products, and yield Starting materials: BrCCCBr, COc1cc(C(F)(F)F)cc(C(F)(F)F)c1C(=O)NC1CCCCC1N. Product: COc1cc(C(F)(F)F)cc(C(F)(F)F)c1C(=O)NC1CCCCC1N1CCC1. As a reaction SMILES: [Br:27][CH2:28][CH2:29][CH2:30][Br:31].[NH2:1][CH:2]1[CH:3]([NH:8][C:9]([c:10]2[c:11]([O:24][CH3:25])[cH:12][c:13]([C:20]([F:21])([F:22])[F:23])[cH:14][c:15]2[C:16]([F:17])([F:18])[F:19])=[O:26])[CH2:4][CH2:5][CH2:6][CH2:7]1>>[N:1]1([CH:2]2[CH:3]([NH:8][C:9]([c:10]3[c:11]([O:24][CH3:25])[cH:12][c:13]([C:20]([F:21])([F:22])[F:23])[cH:14][c:15]3[C:16]([F:17])([F:18])[F:19])=[O:26])[CH2:4][CH2:5][CH2:6][CH2:7]2)[CH2:28][CH2:29][CH2:30]1.